Dataset: the Open Reaction Database (ORD), a public repository of structured organic reaction records. Task: describe an organic reaction: reactants, conditions, products, and yield Starting materials: Cl (hydrogen chloride), C(C)(C)(C)OC([C@H]1N(CCC1)C(CNS(=O)(=O)C1=CC=CC2=C(C=CC=C12)N(C)C)=O)=O (N-(5-dimethylamino-1-naphthalenesulfonyl)-glycyl-L-proline tert-butyl ester), CCOCC (ether). Run in O1CCOCC1 (dioxane). Run at time 1 hour. Yields the product Cl.CN(C1=C2C=CC=C(C2=CC=C1)S(=O)(=O)NCC(=O)N1[C@H](C(=O)O)CCC1)C (N-(5-Dimethylamino-1-naphthalenesulfonyl)-glycyl-L-proline Hydrochloride). The yield is 99.0%. Reaction SMILES: [ClH:1].C([O:6][C:7](=[O:33])[C@@H:8]1[CH2:12][CH2:11][CH2:10][N:9]1[C:13](=[O:32])[CH2:14][NH:15][S:16]([C:19]1[C:28]2[C:23](=[C:24]([N:29]([CH3:31])[CH3:30])[CH:25]=[CH:26][CH:27]=2)[CH:22]=[CH:21][CH:20]=1)(=[O:18])=[O:17])(C)(C)C.CCOCC>O1CCOCC1>[ClH:1].[CH3:30][N:29]([CH3:31])[C:24]1[CH:25]=[CH:26][CH:27]=[C:28]2[C:23]=1[CH:22]=[CH:21][CH:20]=[C:19]2[S:16]([NH:15][CH2:14][C:13]([N:9]1[CH2:10][CH2:11][CH2:12][C@H:8]1[C:7]([OH:33])=[O:6])=[O:32])(=[O:17])=[O:18] |f:4.5|. Procedure: A cold (0° C.), saturated solution of hydrogen chloride in dioxane (400 mL) was added to N-(5-dimethylamino-1-naphthalenesulfonyl)-glycyl-L-proline tert-butyl ester (7.20 g, 15.6 mmol). The mixture was stirred at about 0° C. for about 2 hours and at room temperature for about 2 hours before ether (100 mL) was added. After refrigeration for about 1 hour, the mixture was suction-filtered and afforded 8.30 g (99%) of the title compound as a dense, white solid, m.p. 115°-135° C. (sealed tube); 1H NM... Starting materials: CCOC(=O)C(C)(Cc1cc(-c2ccc(Cl)c(Cl)c2)n(-c2ccc(OC)cc2)n1)c1cccc(C)c1, C1CCOC1, CO, [Li+], [OH-], O. Product: COc1ccc(-n2nc(CC(C)(C(=O)O)c3cccc(C)c3)cc2-c2ccc(Cl)c(Cl)c2)cc1. As a reaction SMILES: [CH2:1]([CH3:2])[O:3][C:4]([C:5]([CH2:6][c:7]1[n:8][n:9](-[c:20]2[cH:21][cH:22][c:23]([O:26][CH3:27])[cH:24][cH:25]2)[c:10](-[c:12]2[cH:13][c:14]([Cl:19])[c:15]([Cl:18])[cH:16][cH:17]2)[cH:11]1)([c:28]1[cH:29][c:30]([CH3:34])[cH:31][cH:32][cH:33]1)[CH3:35])=[O:36].[CH2:39]1[O:40][CH2:41][CH2:42][CH2:43]1.[CH3:44][OH:45].[Li+:37].[OH-:38].[OH2:46]>>[O:3]=[C:4]([C:5]([CH2:6][c:7]1[n:8][n:9](-[c:20]2[cH:21][cH:22][c:23]([O:26][CH3:27])[cH:24][cH:25]2)[c:10](-[c:12]2[cH:13][c:14]([Cl:19])[c:15]([Cl:18])[cH:16][cH:17]2)[cH:11]1)([c:28]1[cH:29][c:30]([CH3:34])[cH:31][cH:32][cH:33]1)[CH3:35])[OH:36]. Reactants: CCCOC1CCC(c2cnc(-c3ccc(C(N)=O)cc3)nc2)CC1, ClCCl, Cl, O=S(=O)(Cl)c1ccccc1, c1ccncc1. Product: CCCOC1CCC(c2cnc(-c3ccc(C#N)cc3)nc2)CC1. Reaction SMILES: [CH2:11]([CH2:12][CH3:13])[O:14][CH:15]1[CH2:16][CH2:17][CH:18]([c:21]2[cH:22][n:23][c:24](-[c:27]3[cH:28][cH:29][c:30]([C:31](=[O:32])[NH2:33])[cH:34][cH:35]3)[n:25][cH:26]2)[CH2:19][CH2:20]1.[CH2:43]([Cl:44])[Cl:45].[ClH:42].[c:1]1([S:2]([Cl:3])(=[O:4])=[O:5])[cH:6][cH:7][cH:8][cH:9][cH:10]1.[cH:36]1[cH:37][cH:38][n:39][cH:40][cH:41]1>>[CH2:11]([CH2:12][CH3:13])[O:14][CH:15]1[CH2:16][CH2:17][CH:18]([c:21]2[cH:22][n:23][c:24](-[c:27]3[cH:28][cH:29][c:30]([C:31]#[N:33])[cH:34][cH:35]3)[n:25][cH:26]2)[CH2:19][CH2:20]1. Starting materials: CN(S(=O)(=O)Cl)C (dimethylsulfamoylchloride), O1CC(C2=C1C=CC=C2)NC2=NC1=CC=C(C=C1C=C2)N (rac-N2-(2,3-dihydro-benzofuran-3-yl)-quinoline-2,6-diamine). Yields the product O1CC(C2=C1C=CC=C2)NC2=NC1=CC=C(C=C1C=C2)NS(=O)(=O)N(C)C (rac-N′-[2-(2,3-dihydro-1-benzofuran-3-ylamino)quinolin-6-yl]-N,N-dimethylsulfamide). Reaction SMILES: [CH3:1][N:2]([CH3:7])[S:3](Cl)(=[O:5])=[O:4].[O:8]1[C:12]2[CH:13]=[CH:14][CH:15]=[CH:16][C:11]=2[CH:10]([NH:17][C:18]2[CH:27]=[CH:26][C:25]3[C:20](=[CH:21][CH:22]=[C:23]([NH2:28])[CH:24]=3)[N:19]=2)[CH2:9]1>>[O:8]1[C:12]2[CH:13]=[CH:14][CH:15]=[CH:16][C:11]=2[CH:10]([NH:17][C:18]2[CH:27]=[CH:26][C:25]3[C:20](=[CH:21][CH:22]=[C:23]([NH:28][S:3]([N:2]([CH3:7])[CH3:1])(=[O:5])=[O:4])[CH:24]=3)[N:19]=2)[CH2:9]1. Reported procedure: The title compound was prepared in accordance with the general method described in example 66 from dimethylsulfamoylchloride and rac-N2-(2,3-dihydro-benzofuran-3-yl)-quinoline-2,6-diamine; MS: m/e=385.6 (M+H+). The reactants are liquid, [H-].[Na+] (sodium hydride), C(C)(C)(C)C1=CC=C(CC#N)C=C1 (4-tert-butylbenzyl cyanide), FC(C1=C(C(=O)Cl)C=CC=C1)(F)F (2-trifluoromethylbenzoyl chloride), paraffin, Cl (hydrochloric acid). Run in O (water), O1CCCC1 (tetrahydrofuran), CCCCCC (n-hexane). Conditions: time 2 hour. The product is C(C)(C)(C)C1=CC=C(C=C1)C(C#N)=C(C1=C(C=CC=C1)C(F)(F)F)O (α-(4-tert-Butylphenyl)-β-hydroxy-β-(2-trifluoromethylphenyl)acrylonitrile). Isolated yield 95.8%. As a reaction SMILES: [H-].[Na+].[C:3]([C:7]1[CH:15]=[CH:14][C:10]([CH2:11][C:12]#[N:13])=[CH:9][CH:8]=1)([CH3:6])([CH3:5])[CH3:4].[F:16][C:17]([F:28])([F:27])[C:18]1[CH:26]=[CH:25][CH:24]=[CH:23][C:19]=1[C:20](Cl)=[O:21].Cl>CCCCCC.O.O1CCCC1>[C:3]([C:7]1[CH:8]=[CH:9][C:10]([C:11](=[C:20]([OH:21])[C:19]2[CH:23]=[CH:24][CH:25]=[CH:26][C:18]=2[C:17]([F:16])([F:27])[F:28])[C:12]#[N:13])=[CH:14][CH:15]=1)([CH3:6])([CH3:4])[CH3:5] |f:0.1|. Procedure details: A mixture comprising 5.8 g of 63% sodium hydride, 25 ml of tetrahydrofuran and 10 ml of liquid paraffin, was heated, and a mixture comprising 13.5 g of 4-tert-butylbenzyl cyanide and 15.0 g of 2-trifluoromethylbenzoyl chloride, was dropwise added thereto over a period of 2 hours at a temperature of from 65 to 70° C. After completion of the dropwise addition, the reaction was carried out for 2 hours at the same temperature. The reaction mixture was left to cool to room temperature, and 250 ml of ... Starting materials: COC(=O)c1ccc2nc(C)n(Cc3ccc(COS(C)(=O)=O)cc3Cl)c2n1, ClCCl, O, c1c[nH]cn1. Product: COC(=O)c1ccc2nc(C)n(Cc3ccc(Cn4ccnc4)cc3Cl)c2n1. RXN SMILES: [Cl:1][c:2]1[c:3]([CH2:4][n:5]2[c:6]([CH3:18])[n:7][c:8]3[c:9]2[n:10][c:11]([C:14](=[O:15])[O:16][CH3:17])[cH:12][cH:13]3)[cH:19][cH:20][c:21]([CH2:23][O:24][S:25]([CH3:26])(=[O:27])=[O:28])[cH:22]1.[Cl:35][CH2:36][Cl:37].[OH2:34].[nH:29]1[cH:30][n:31][cH:32][cH:33]1>>[Cl:1][c:2]1[c:3]([CH2:4][n:5]2[c:6]([CH3:18])[n:7][c:8]3[c:9]2[n:10][c:11]([C:14](=[O:15])[O:16][CH3:17])[cH:12][cH:13]3)[cH:19][cH:20][c:21]([CH2:23][n:29]2[cH:30][n:31][cH:32][cH:33]2)[cH:22]1. The reactants are FC1=C(N)C=C(C(=C1)C1=CC(=NC=C1)C)C (2-fluoro-5-methyl-4-(2-methylpyridin-4-yl)aniline), N(=O)OCCC(C)C (isoamyl nitrite), C(I)I (CH2I2). Conditions: temperature 100 celsius, time 20 minute. Product: FC=1C(=CC(=C(C1)C1=CC(=NC=C1)C)C)I (4-(5-fluoro-4-iodo-2-methylphenyl)-2-methylpyridine). RXN SMILES: [F:1][C:2]1[CH:8]=[C:7]([C:9]2[CH:14]=[CH:13][N:12]=[C:11]([CH3:15])[CH:10]=2)[C:6]([CH3:16])=[CH:5][C:3]=1N.N(OCCC(C)C)=O.C(I)[I:26]>>[F:1][C:2]1[C:3]([I:26])=[CH:5][C:6]([CH3:16])=[C:7]([C:9]2[CH:14]=[CH:13][N:12]=[C:11]([CH3:15])[CH:10]=2)[CH:8]=1. Reported procedure: To the solution of 2-fluoro-5-methyl-4-(2-methylpyridin-4-yl)aniline 191-3 (1.02 g, 4.7 mmol) in CH2I2 (16 mL) was added isoamyl nitrite (6 mL) slowly at −10° C. After 20 minutes, the reaction was heated to 100° C. for 2 hours. The solvent was removed by rotary evaporation and the residue was dissolved in ethyl acetate and washed with Na2S2O5, brine and taken to dryness by rotary evaporation. The residue was purified by silica gel flash chromatography, eluted with 40% ethyl acetate in hexane to ... As a reaction SMILES: [CH2:1]([O:8][C:9]1[CH:14]=[CH:13][C:12]([CH2:15][C:16]([OH:18])=O)=[C:11]([O:19][CH3:20])[CH:10]=1)[C:2]1[CH:7]=[CH:6][CH:5]=[CH:4][CH:3]=1.[NH2:21][C:22]1[C:23]([CH3:28])=[N:24][N:25]([CH3:27])[CH:26]=1>>[CH3:27][N:25]1[CH:26]=[C:22]([NH:21][C:16](=[O:18])[CH2:15][C:12]2[CH:13]=[CH:14][C:9]([O:8][CH2:1][C:2]3[CH:3]=[CH:4][CH:5]=[CH:6][CH:7]=3)=[CH:10][C:11]=2[O:19][CH3:20])[C:23]([CH3:28])=[N:24]1. The product is CN1N=C(C(=C1)NC(CC1=C(C=C(C=C1)OCC1=CC=CC=C1)OC)=O)C (N-(1,3-dimethylpyrazol-4-yl)-2-(4-benzyloxy-2-methoxyphenyl)acetamide). Reported procedure: Using an analogous procedure to that described in the portion of Example 17 that is concerned with the preparation of starting materials, 2-(4-benzyloxy-2-methoxyphenyl)acetic acid was reacted with 4-amino-1,3-dimethylpyrazole to give N-(1,3-dimethylpyrazol-4-yl)-2-(4-benzyloxy-2-methoxyphenyl)acetamide; 1H NMR: (CDCl3) 2.06 (s, 3H), 3.62 (s, 2H), 3.76 (s, 3H), 3.88 (s, 3H), 5.07 (s, 2H), 6.58 (m, 1H), 6.61 (d, 1H), 7.17 (d, 1H), 7.38 (m, 6H), 7.79 (s, 1H); Mass Spectrum: M+H+ 366; which materia... Reactants: C(C1=CC=CC=C1)OC1=CC(=C(C=C1)CC(=O)O)OC (2-(4-benzyloxy-2-methoxyphenyl)acetic acid), NC=1C(=NN(C1)C)C (4-amino-1,3-dimethylpyrazole).